Dataset: the Open Reaction Database (ORD), a public repository of structured organic reaction records. Task: describe an organic reaction: reactants, conditions, products, and yield Starting materials: CC(C)(C)OC(=O)N1CC(O)CC1C(=O)O, C[Si](C)(C)C=[N+]=[N-], CO, ClCCl. The product is COC(=O)C1CC(O)CN1C(=O)OC(C)(C)C. As a reaction SMILES: [C:8]([CH3:9])([CH3:10])([CH3:11])[O:12][C:13](=[O:14])[N:15]1[CH:16]([C:17](=[O:18])[OH:19])[CH2:20][CH:21]([OH:23])[CH2:22]1.[CH3:1][Si:2]([CH:3]=[N+:4]=[N-:5])([CH3:6])[CH3:7].[CH3:27][OH:28].[Cl:24][CH2:25][Cl:26]>>[CH3:1][O:19][C:17]([CH:16]1[N:15]([C:13]([O:12][C:8]([CH3:9])([CH3:10])[CH3:11])=[O:14])[CH2:22][CH:21]([OH:23])[CH2:20]1)=[O:18]. The reactants are COc1cc(-c2cnn(C)c2)cn2nccc12, CC#N, ClCCl, O=C1CCC(=O)N1I. Product: COc1cc(-c2cnn(C)c2)cn2ncc(I)c12. RXN SMILES: [CH3:1][O:2][c:3]1[c:4]2[n:5]([cH:6][c:7](-[c:9]3[cH:10][n:11][n:12]([CH3:14])[cH:13]3)[cH:8]1)[n:15][cH:16][cH:17]2.[CH3:26][C:27]#[N:28].[Cl:29][CH2:30][Cl:31].[I:18][N:19]1[C:20](=[O:21])[CH2:22][CH2:23][C:24]1=[O:25]>>[CH3:1][O:2][c:3]1[c:4]2[n:5]([cH:6][c:7](-[c:9]3[cH:10][n:11][n:12]([CH3:14])[cH:13]3)[cH:8]1)[n:15][cH:16][c:17]2[I:18].